Task: describe an organic reaction: reactants, conditions, products, and yield. Dataset: the Open Reaction Database (ORD), a public repository of structured organic reaction records The reactants are CO, CSCc1cccc2c(C(CCC#N)c3c(F)cc(Cl)cc3F)c[nH]c12, ClCCl, O=C(OO)c1cccc(Cl)c1. Yields the product CS(=O)Cc1cccc2c(C(CCC#N)c3c(F)cc(Cl)cc3F)c[nH]c12. RXN SMILES: [CH3:41][OH:42].[Cl:1][c:2]1[cH:3][c:4]([F:26])[c:5]([CH:9]([CH2:10][CH2:11][C:12]#[N:13])[c:14]2[cH:15][nH:16][c:17]3[c:18]([CH2:23][S:24][CH3:25])[cH:19][cH:20][cH:21][c:22]23)[c:6]([F:8])[cH:7]1.[Cl:27][CH2:28][Cl:29].[OH:30][O:31][C:32]([c:33]1[cH:34][c:35]([Cl:36])[cH:37][cH:38][cH:39]1)=[O:40]>>[Cl:1][c:2]1[cH:3][c:4]([F:26])[c:5]([CH:9]([CH2:10][CH2:11][C:12]#[N:13])[c:14]2[cH:15][nH:16][c:17]3[c:18]([CH2:23][S:24]([CH3:25])=[O:30])[cH:19][cH:20][cH:21][c:22]23)[c:6]([F:8])[cH:7]1. Yields the product COc1ccc(OC)c2c(Nc3cc(O)c(Cl)cc3F)c(C#N)cnc12. Starting materials: COC(=O)[O-], CCOC(C)O, CO, CC(C)=O, COc1ccc(OC)c2c(Cl)c(C#N)cnc12, Nc1cc(O)c(Cl)cc1F, [NH4+], [Na+], [Na+], O=C([O-])[O-], [OH-], O. Reaction SMILES: [C:18](=[O:19])([O-:20])[O:21][CH3:22].[CH2:33]([O:34][CH:35]([OH:36])[CH3:37])[CH3:38].[CH3:47][OH:48].[CH3:49][C:50](=[O:51])[CH3:52].[Cl:1][c:2]1[c:3]([C:16]#[N:17])[cH:4][n:5][c:6]2[c:7]([O:14][CH3:15])[cH:8][cH:9][c:10]([O:12][CH3:13])[c:11]12.[Cl:23][c:24]1[cH:25][c:26]([F:32])[c:27]([NH2:28])[cH:29][c:30]1[OH:31].[NH4+:45].[Na+:39].[Na+:40].[O-:41][C:42](=[O:43])[O-:44].[OH-:46].[OH2:53]>>[c:2]1([NH:28][c:27]2[c:26]([F:32])[cH:25][c:24]([Cl:23])[c:30]([OH:31])[cH:29]2)[c:3]([C:16]#[N:17])[cH:4][n:5][c:6]2[c:7]([O:14][CH3:15])[cH:8][cH:9][c:10]([O:12][CH3:13])[c:11]12. Reactants: [Al+3], C[NH-], [H-], [H-], [H-], [H-], [Li+], [Mg+2], O=S(=O)([O-])[O-], C1CCOC1, C=CCC(C(=O)O)c1ccccc1. The product is C=CCC(CNC)c1ccccc1. As a reaction SMILES: [Al+3:17].[CH3:14][NH-:15].[H-:16].[H-:19].[H-:20].[H-:21].[Li+:18].[Mg+2:22].[O-:23][S:24]([O-:25])(=[O:26])=[O:27].[O:28]1[CH2:29][CH2:30][CH2:31][CH2:32]1.[c:1]1([CH:7]([C:8]([OH:9])=[O:10])[CH2:11][CH:12]=[CH2:13])[cH:2][cH:3][cH:4][cH:5][cH:6]1>>[c:1]1([CH:7]([CH2:8][NH:15][CH3:14])[CH2:11][CH:12]=[CH2:13])[cH:2][cH:3][cH:4][cH:5][cH:6]1. The reactants are COC=1C=C(OC2=C(C=CC=C2)CC(=O)OC)C=CC1 (methyl 2-(3-methoxyphenoxy)phenylacetate), C([O-])(O)=O.[Na+] (sodium bicarbonate), B(Br)(Br)Br (Boron tribromide), CO (methanol). The solvent is ClCCl (dichloromethane), O (water), ClCCl (dichloromethane). Run at temperature 2.5 celsius, time 1 hour. Yields the product OC=1C=C(OC2=C(C=CC=C2)CC(=O)OC)C=CC1 (methyl 2-(3-hydroxyphenoxy)phenylacetate). Isolated yield 91.1%. RXN SMILES: B(Br)(Br)Br.C[O:6][C:7]1[CH:8]=[C:9]([CH:22]=[CH:23][CH:24]=1)[O:10][C:11]1[CH:16]=[CH:15][CH:14]=[CH:13][C:12]=1[CH2:17][C:18]([O:20][CH3:21])=[O:19].CO.C(=O)(O)[O-].[Na+]>ClCCl.O>[OH:6][C:7]1[CH:8]=[C:9]([CH:22]=[CH:23][CH:24]=1)[O:10][C:11]1[CH:16]=[CH:15][CH:14]=[CH:13][C:12]=1[CH2:17][C:18]([O:20][CH3:21])=[O:19] |f:3.4|. Procedure details: Boron tribromide (12.89 g, 0.051 mol) was dissolved in dichloromethane (50 ml) and cooled to 0-5° C. A solution of methyl 2-(3-methoxyphenoxy)phenylacetate (7.0 g; 0.026 mol) in dichloromethane (80 ml) was added dropwise, with stirring over 1 hour. After stirring at 0°-5° C. for 20 minutes the mixture was added dropwise, with stirring to absolute methanol (100 ml) maintaining the temperature at 0°-5° C. The resulting solution was poured into water (250 ml) containing sodium bicarbonate (12 g), a... Reactants: [F-].C(CCC)[N+](CCCC)(CCCC)CCCC (tetrabutylammonium fluoride), C(C1=CC=CC=C1)(=O)C=1N=CC=2NC3=CC=C(C=C3C2C1COC)O[Si](C(C)C)(C(C)C)C(C)C (3-benzoyl-6-triisopropylsilyloxy-4-methoxymethyl-beta-carboline), C(C)(=O)OCC (ethyl acetate). Run in O1CCCC1 (tetrahydrofuran), O1CCCC1 (tetrahydrofuran). Reaction conditions: time 0.5 hour. The product is C(C1=CC=CC=C1)(=O)C=1N=CC=2NC3=CC=C(C=C3C2C1COC)O (3-Benzoyl-6-hydroxy-4-methoxymethyl-beta-carboline). Yield: 87.4%. RXN SMILES: [C:1]([C:9]1[N:10]=[CH:11][C:12]2[NH:13][C:14]3[C:19]([C:20]=2[C:21]=1[CH2:22][O:23][CH3:24])=[CH:18][C:17]([O:25][Si](C(C)C)(C(C)C)C(C)C)=[CH:16][CH:15]=3)(=[O:8])[C:2]1[CH:7]=[CH:6][CH:5]=[CH:4][CH:3]=1.[F-].C([N+](CCCC)(CCCC)CCCC)CCC.C(OCC)(=O)C>O1CCCC1>[C:1]([C:9]1[N:10]=[CH:11][C:12]2[NH:13][C:14]3[C:19]([C:20]=2[C:21]=1[CH2:22][O:23][CH3:24])=[CH:18][C:17]([OH:25])=[CH:16][CH:15]=3)(=[O:8])[C:2]1[CH:3]=[CH:4][CH:5]=[CH:6][CH:7]=1 |f:1.2|. Procedure: 530 mg of 3-benzoyl-6-triisopropylsilyloxy-4-methoxymethyl-beta-carboline was dissolved in 7.5 ml of absolute tetrahydrofuran and stirred for 0.5 hour under argon at room temperature after adding 1.1 ml of a 1.1 molar tetrabutylammonium fluoride solution in tetrahydrofuran. After adding ethyl acetate, the organic phase was washed with saturated common salt solution, dried and concentrated by evaporation. 315 mg of the title compound was obtained after absorptive precipitation with ethyl acetate/... The reactants are OO (hydrogen peroxide), COC=1C=C2C(=CNC2=CC1)C1=CC2=C(N=CC=C2C#N)N1S(=O)(=O)C1=CC=C(C=C1)C (2-(5-methoxy-1H-indol-3-yl)-1-(toluene-4-sulfonyl)-1H-pyrrolo[2,3-b]pyridine-4 carbonitrile), OO (hydrogen peroxide), [OH-].[Na+] (sodium hydroxide). Solvent: CO (methanol). Run at time 3 hour. Yields the product COC=1C=C2C(=CNC2=CC1)C1=CC2=C(N=CC=C2C(=O)N)N1 (2-(5-Methoxy-1H-indol-3-yl)-1H-pyrrolo[2,3-b]pyridine-4 Carboxamide). RXN SMILES: [CH3:1][O:2][C:3]1[CH:4]=[C:5]2[C:9](=[CH:10][CH:11]=1)[NH:8][CH:7]=[C:6]2[C:12]1[N:22](S(C2C=CC(C)=CC=2)(=O)=O)[C:15]2[N:16]=[CH:17][CH:18]=[C:19]([C:20]#[N:21])[C:14]=2[CH:13]=1.[OH-:33].[Na+].OO>CO>[CH3:1][O:2][C:3]1[CH:4]=[C:5]2[C:9](=[CH:10][CH:11]=1)[NH:8][CH:7]=[C:6]2[C:12]1[NH:22][C:15]2[N:16]=[CH:17][CH:18]=[C:19]([C:20]([NH2:21])=[O:33])[C:14]=2[CH:13]=1 |f:1.2|. Reported procedure: A suspension of 2-(5-methoxy-1H-indol-3-yl)-1-(toluene-4-sulfonyl)-1H-pyrrolo[2,3-b]pyridine-4 carbonitrile [0.25 g, Reference Example 67(e)] in methanol (25 mL) was treated with sodium hydroxide solution (1.5 g in 4 mL water). The mixture was cooled in an ice-bath and then treated dropwise with hydrogen peroxide (0.35 mL, 30%). After stirring at room temperature for 1 hour a further aliquot of hydrogen peroxide (0.3 mL) was added to the reaction mixture and stirring was continued for a further ... Starting materials: [OH-].[Na+] (sodium hydroxide), ClC1=NC2=C(N1)C=C(C(=C2)F)F (2-chloro-5,6-difluoro-1H-benzimidazole), Cl (HCl), NC1=CC=C(C=C1)C1=CC=C(C=C1)C(=O)C1C(CCC1)C(=O)OC (Methyl 2-[(4′-aminobiphenyl-4-yl)carbonyl]cyclopentanecarboxylate). Solvent: O1CCCC1 (tetrahydrofuran), C(CCC)O (n-butanol). Run at temperature 90 celsius, time 16 hour. Product: FC1=CC2=C(NC(=N2)NC2=CC=C(C=C2)C2=CC=C(C=C2)C(=O)[C@H]2[C@@H](CCC2)C(=O)O)C=C1F (trans-2-({4′-[(5,6-difluoro-1H-benzimidazol-2-yl)amino]biphenyl-4-yl}carbonyl)cyclopentanecarboxylic acid). Isolated yield 98.6%. As a reaction SMILES: [NH2:1][C:2]1[CH:7]=[CH:6][C:5]([C:8]2[CH:13]=[CH:12][C:11]([C:14]([CH:16]3[CH2:20][CH2:19][CH2:18][CH:17]3[C:21]([O:23]C)=[O:22])=[O:15])=[CH:10][CH:9]=2)=[CH:4][CH:3]=1.Cl[C:26]1[NH:30][C:29]2[CH:31]=[C:32]([F:36])[C:33]([F:35])=[CH:34][C:28]=2[N:27]=1.Cl.[OH-].[Na+]>C(O)CCC.O1CCCC1>[F:36][C:32]1[C:33]([F:35])=[CH:34][C:28]2[NH:27][C:26]([NH:1][C:2]3[CH:3]=[CH:4][C:5]([C:8]4[CH:13]=[CH:12][C:11]([C:14]([C@@H:16]5[CH2:20][CH2:19][CH2:18][C@H:17]5[C:21]([OH:23])=[O:22])=[O:15])=[CH:10][CH:9]=4)=[CH:6][CH:7]=3)=[N:30][C:29]=2[CH:31]=1 |f:3.4|. Reported procedure: Methyl 2-[(4′-aminobiphenyl-4-yl)carbonyl]cyclopentanecarboxylate (264 mg, 0.02 mmol) was dissolved in n-butanol (8 mL), 2-chloro-5,6-difluoro-1H-benzimidazole (185 mg, 0.98 mmol) and 4 N HCl (0.2 mL) were then added, and the resulting mixture was heated at 90° C. for 5 h. The mixture was then cooled to rt, and solvent was removed under reduced pressure. The residue was dissolved in methanol (5 mL) and tetrahydrofuran (5 mL), and then treated with 1 N aqueous sodium hydroxide (2.45 mL, 2.45 mmol... Reactants: CCOC(=O)c1cc2cc(-c3ccc(C(F)(F)F)cc3)ccc2[nH]1, CC(C)=O, O=C1CCC(=O)N1Cl, [I-], [Na+], [Na+], [Na+], O=S([O-])([O-])=S. The product is CCOC(=O)c1[nH]c2ccc(-c3ccc(C(F)(F)F)cc3)cc2c1I. RXN SMILES: [CH2:11]([CH3:12])[O:13][C:14](=[O:15])[c:16]1[nH:17][c:18]2[cH:19][cH:20][c:21](-[c:25]3[cH:26][cH:27][c:28]([C:31]([F:32])([F:33])[F:34])[cH:29][cH:30]3)[cH:22][c:23]2[cH:24]1.[CH3:42][C:43](=[O:44])[CH3:45].[Cl:3][N:4]1[C:5](=[O:6])[CH2:7][CH2:8][C:9]1=[O:10].[I-:1].[Na+:2].[Na+:35].[Na+:36].[O-:37][S:38]([O-:39])(=[S:40])=[O:41]>>[I:1][c:24]1[c:16]([C:14]([O:13][CH2:11][CH3:12])=[O:15])[nH:17][c:18]2[cH:19][cH:20][c:21](-[c:25]3[cH:26][cH:27][c:28]([C:31]([F:32])([F:33])[F:34])[cH:29][cH:30]3)[cH:22][c:23]21. Solvent: CC(=O)N(C)C (DMA). Isolated yield 82.9%. Procedure: Using the General Method 5, the reaction of N-benzyloxy-2,6-dichloro-5-fluoro-3-pyridinecarboxamide (Example M-2, 2.00 g, 6.34 mmol) and 60% NaH in oil (300 mg, 7.52 mmol) with 2,4-difluorophenyl isocyanate (1.13 mL, 9.51 mmol) in DMA afforded 2.28 g of the title compound as a solid, mp 215-216° C. Reaction SMILES: [CH2:1]([O:8][NH:9][C:10]([C:12]1[C:13](Cl)=[N:14][C:15]([Cl:19])=[C:16]([F:18])[CH:17]=1)=[O:11])[C:2]1[CH:7]=[CH:6][CH:5]=[CH:4][CH:3]=1.[H-].[Na+].[F:23][C:24]1[CH:29]=[C:28]([F:30])[CH:27]=[CH:26][C:25]=1[N:31]=[C:32]=[O:33]>CC(N(C)C)=O>[CH2:1]([O:8][N:9]1[C:10](=[O:11])[C:12]2[CH:17]=[C:16]([F:18])[C:15]([Cl:19])=[N:14][C:13]=2[N:31]([C:25]2[CH:26]=[CH:27][C:28]([F:30])=[CH:29][C:24]=2[F:23])[C:32]1=[O:33])[C:2]1[CH:7]=[CH:6][CH:5]=[CH:4][CH:3]=1 |f:1.2|. The product is C(C1=CC=CC=C1)ON1C(N(C2=C(C1=O)C=C(C(=N2)Cl)F)C2=C(C=C(C=C2)F)F)=O (3-Benzyloxy-7-chloro-1-(2,4-difluorophenyl)-6-fluoro-1H-pyrido[2,3-d]pyrimidine-2,4-dione). Reactants: C(C1=CC=CC=C1)ONC(=O)C=1C(=NC(=C(C1)F)Cl)Cl (N-benzyloxy-2,6-dichloro-5-fluoro-3-pyridinecarboxamide), FC1=C(C=CC(=C1)F)N=C=O (2,4-difluorophenyl isocyanate), [H-].[Na+] (NaH), oil.